Dataset: the Open Reaction Database (ORD), a public repository of structured organic reaction records. Task: describe an organic reaction: reactants, conditions, products, and yield Starting materials: COC(=O)c1ccc(OC(CF)CF)c(Cl)c1, Cl, [Li+], C1COCCO1, [OH-]. Product: O=C(O)c1ccc(OC(CF)CF)c(Cl)c1. As a reaction SMILES: [Cl:1][c:2]1[cH:3][c:4]([C:5](=[O:6])[O:7][CH3:8])[cH:9][cH:10][c:11]1[O:12][CH:13]([CH2:14][F:15])[CH2:16][F:17].[ClH:20].[Li+:19].[O:21]1[CH2:22][CH2:23][O:24][CH2:25][CH2:26]1.[OH-:18]>>[Cl:1][c:2]1[cH:3][c:4]([C:5](=[O:6])[OH:7])[cH:9][cH:10][c:11]1[O:12][CH:13]([CH2:14][F:15])[CH2:16][F:17].